This data is from the Open Reaction Database (ORD), a public repository of structured organic reaction records. The task is: describe an organic reaction: reactants, conditions, products, and yield The reactants are ClCCl, Oc1ccc(-c2ccccc2)cc1, c1ccncc1, O=C(Cl)c1cnccn1. The product is c1ccc(-c2ccccc2)cc1, O=C(O)c1cnccn1. As a reaction SMILES: [CH2:29]([Cl:30])[Cl:31].[c:16]1(-[c:22]2[cH:23][cH:24][c:25]([OH:28])[cH:26][cH:27]2)[cH:17][cH:18][cH:19][cH:20][cH:21]1.[cH:10]1[cH:11][cH:12][n:13][cH:14][cH:15]1.[n:1]1[c:2]([C:7](=[O:8])[Cl:9])[cH:3][n:4][cH:5][cH:6]1>>[c:16]1(-[c:22]2[cH:23][cH:24][cH:25][cH:26][cH:27]2)[cH:17][cH:18][cH:19][cH:20][cH:21]1.[n:1]1[c:2]([C:7]([OH:8])=[O:28])[cH:3][n:4][cH:5][cH:6]1. The reactants are C(C)OC(=O)C1CN(CCC1)C(=O)OC(C)(C)C (piperidine-1,3-dicarboxylic acid 1-tert-butyl ester 3-ethyl ester), C[Si](C)(C)[N-][Si](C)(C)C.[Na+] (sodium-bis-(trimethylsilyl)-amide), ClC1=NC(=CN=C1)Cl (2,6-dichloropyrazine). Solvent: C1CCOC1 (THF), C1CCOC1 (THF). Reaction conditions: time 0.5 hour. Yields the product C(C)OC(=O)C1(CN(CCC1)C(=O)OC(C)(C)C)C1=NC(=CN=C1)Cl (3-(6-Chloro-pyrazin-2-yl)-piperidine-1,3-dicarboxylic acid 1-tert-butyl ester 3-ethyl ester). RXN SMILES: [CH2:1]([O:3][C:4]([CH:6]1[CH2:11][CH2:10][CH2:9][N:8]([C:12]([O:14][C:15]([CH3:18])([CH3:17])[CH3:16])=[O:13])[CH2:7]1)=[O:5])[CH3:2].C[Si]([N-][Si](C)(C)C)(C)C.[Na+].[Cl:29][C:30]1[CH:35]=[N:34][CH:33]=[C:32](Cl)[N:31]=1>C1COCC1>[CH2:1]([O:3][C:4]([C:6]1([C:32]2[CH:33]=[N:34][CH:35]=[C:30]([Cl:29])[N:31]=2)[CH2:11][CH2:10][CH2:9][N:8]([C:12]([O:14][C:15]([CH3:17])([CH3:16])[CH3:18])=[O:13])[CH2:7]1)=[O:5])[CH3:2] |f:1.2|. Reported procedure: To a solution of piperidine-1,3-dicarboxylic acid 1-tert-butyl ester 3-ethyl ester (90 g, 350.1 mmol) in dry THF (180 mL) at 0° C. was slowly added sodium-bis-(trimethylsilyl)-amide (1 M in THF, 450 mL, 450 mmol). The reaction mixture was stirred at the same temperature for 0.5 hr before it was slowly added to a solution of 2,6-dichloropyrazine (60 g, 401.6 mmol) in dry THF (180 mL) under argon. The resulting reaction mixture was stirred at 0° C. for 1 hr, and then allowed to warm up to room tem... Starting materials: CC(C)(C)NS(=O)(=O)c1ccc([Si](C)(C)C)s1, [Li]CCCC, CCCCCC, Cl, FC(F)=C(F)C(F)(F)F, O. The product is CC(C)(C)NS(=O)(=O)c1sc([Si](C)(C)C)cc1C(F)=C(F)C(F)(F)F. RXN SMILES: [C:1]([CH3:2])([CH3:3])([CH3:4])[NH:5][S:6](=[O:7])(=[O:8])[c:9]1[s:10][c:11]([Si:14]([CH3:15])([CH3:16])[CH3:17])[cH:12][cH:13]1.[CH2:18]([Li:19])[CH2:20][CH2:21][CH3:22].[CH3:33][CH2:34][CH2:35][CH2:36][CH2:37][CH3:38].[ClH:32].[F:23][C:24]([C:25](=[C:26]([F:27])[F:28])[F:29])([F:30])[F:31].[OH2:39]>>[C:1]([CH3:2])([CH3:3])([CH3:4])[NH:5][S:6](=[O:7])(=[O:8])[c:9]1[s:10][c:11]([Si:14]([CH3:15])([CH3:16])[CH3:17])[cH:12][c:13]1[C:26](=[C:25]([C:24]([F:23])([F:30])[F:31])[F:29])[F:27]. Product: O=[N+]([O-])c1ccc2[nH]nc(Cl)c2c1. Starting materials: [O-]Cl, Cl, O=[N+]([O-])c1ccc2[nH]ncc2c1, [Na+], [Na+], [OH-], O. RXN SMILES: [Cl:15][O-:16].[ClH:18].[N+:3](=[O:4])([O-:5])[c:6]1[cH:7][c:8]2[cH:9][n:10][nH:11][c:12]2[cH:13][cH:14]1.[Na+:17].[Na+:2].[OH-:1].[OH2:19]>>[N+:3](=[O:4])([O-:5])[c:6]1[cH:7][c:8]2[c:9]([Cl:15])[n:10][nH:11][c:12]2[cH:13][cH:14]1. Reactants: Cl.N[C@]12[C@@H]([C@H]3CC[C@@H]4[C@]5(CC=C(C([C@@H]5CC[C@]4([C@@]3(CC1)C)C)(C)C)C1=CC(=C(C(=O)OC)C=C1)F)C)[C@@H](CC2)C(=C)C (methyl 4-((1R,3aS,5aR,5bR,7aR,11aS,11bR,13aR,13bR)-3a-amino-5a,5b,8,8,11a-pentamethyl-1-(prop-1-en-2-yl)-2,3,3a,4,5,5a,5b,6,7,7a,8,11,11a,11b,12,13,13a,13b-octadecahydro-1H-cyclopenta[a]chrysen-9-yl)-2-fluorobenzoate hydrochloride), Cl.ClCCN1CCOCC1 (4-(2-chloroethyl)morpholine hydrochloride), P(O)(O)(O)=O (phosphoric acid), [K] (potassium), [I-].[K+] (potassium iodide). The yield is 68.3%. RXN SMILES: Cl.[NH2:2][C@:3]12[CH2:39][CH2:38][C@@H:37]([C:40]([CH3:42])=[CH2:41])[C@@H:4]1[C@@H:5]1[C@@:18]([CH3:21])([CH2:19][CH2:20]2)[C@@:17]2([CH3:22])[C@@H:8]([C@:9]3([CH3:36])[C@@H:14]([CH2:15][CH2:16]2)[C:13]([CH3:24])([CH3:23])[C:12]([C:25]2[CH:34]=[CH:33][C:28]([C:29]([O:31][CH3:32])=[O:30])=[C:27]([F:35])[CH:26]=2)=[CH:11][CH2:10]3)[CH2:7][CH2:6]1.Cl.Cl[CH2:45][CH2:46][N:47]1[CH2:52][CH2:51][O:50][CH2:49][CH2:48]1.P(=O)(O)(O)O.[K].[I-].[K+]>C(#N)C>[F:35][C:27]1[CH:26]=[C:25]([C:12]2[C:13]([CH3:23])([CH3:24])[C@H:14]3[C@:9]([CH3:36])([CH2:10][CH:11]=2)[C@@H:8]2[C@:17]([CH3:22])([C@@:18]4([CH3:21])[C@H:5]([CH2:6][CH2:7]2)[C@H:4]2[C@H:37]([C:40]([CH3:42])=[CH2:41])[CH2:38][CH2:39][C@:3]2([NH:2][CH2:45][CH2:46][N:47]2[CH2:52][CH2:51][O:50][CH2:49][CH2:48]2)[CH2:20][CH2:19]4)[CH2:16][CH2:15]3)[CH:34]=[CH:33][C:28]=1[C:29]([O:31][CH3:32])=[O:30] |f:0.1,2.3,6.7,^1:57|. Reaction conditions: temperature 120 celsius. Yields the product FC1=C(C(=O)OC)C=CC(=C1)C=1C([C@@H]2CC[C@]3([C@@]4(CC[C@@]5([C@@H]([C@H]4CC[C@@H]3[C@]2(CC1)C)[C@@H](CC5)C(=C)C)NCCN5CCOCC5)C)C)(C)C (methyl 2-fluoro-4-((1R,3aS,5aR,5bR,7aR,11aS,11bR,13aR,13bR)-5a,5b,8,8,11a-pentamethyl-3a-(2-morpholinoethylamino)-1-(prop-1-en-2-yl)-2,3,3a,4,5,5a,5b,6,7,7a,8,11,11a,11b,12,13,13a,13b-octadecahydro-1H-cyclopenta[a]chrysen-9-yl)benzoate). Solvent: C(C)#N (acetonitrile). Procedure: To a sealable flask containing methyl 4-((1R,3aS,5aR,5bR,7aR,11aS,11bR,13aR,13bR)-3a-amino-5a,5b,8,8,11a-pentamethyl-1-(prop-1-en-2-yl)-2,3,3a,4,5,5a,5b,6,7,7a,8,11,11a,11b,12,13,13a,13b-octadecahydro-1H-cyclopenta[a]chrysen-9-yl)-2-fluorobenzoate hydrochloride (0.1 g, 0.167 mmol) was added 4-(2-chloroethyl)morpholine hydrochloride (0.093 g, 0.501 mmol), phosphoric acid, potassium salt (0.156 g, 0.735 mmol) and potassium iodide (0.075 g, 0.451 mmol). The mixture was diluted with acetonitrile (3 ... The reactants are CC1=C(C(CCC1)=O)C=CC#CC1=CC=C(C(=O)OCC)C=C1 (ethyl 4-(4-(3-methyl-2-cyclohexen-1-on-2-yl)but-3-ene-1-yn-1-yl)benzoate), CC1=C(C(CCC1)=O)C=CC#CC1=CC=C(C(=O)OCC)C=C1 (ethyl 4-(4-(3-methyl-2-cyclohexen-1-on-2-yl)but-3-ene-1-yn-1-yl)benzoate), Cl[Si](C)(C)C (chlorotrimethylsilane), solution, C[Li] (methyllithium), CN(P(=O)(N(C)C)N(C)C)C (hexamethylphosphoramide). Reagents/catalysts: CSC.[Cu]Br (copper (I) bromide-dimethyl sulfide). Run in C1CCOC1 (THF), C1CCOC1 (THF). Run at temperature -40 celsius, time 30 minute. Yields the product CC1(C(C(CCC1)=O)/C=C/C#CC1=CC=C(C(=O)OCC)C=C1)C (Ethyl (±)-(E)-4-(4-(3,3-dimethylcyclohexan-1-on-2-yl)but-3-en-1-yn-1-yl)benzoate). As a reaction SMILES: C[Li].CN(C)P(N(C)C)(N(C)C)=O.[CH3:14][C:15]1[CH2:20][CH2:19][CH2:18][C:17](=[O:21])[C:16]=1[CH:22]=[CH:23][C:24]#[C:25][C:26]1[CH:36]=[CH:35][C:29]([C:30]([O:32][CH2:33][CH3:34])=[O:31])=[CH:28][CH:27]=1.Cl[Si](C)(C)[CH3:39]>CSC.[Cu]Br.C1COCC1>[CH3:14][C:15]1([CH3:39])[CH2:20][CH2:19][CH2:18][C:17](=[O:21])[CH:16]1/[CH:22]=[CH:23]/[C:24]#[C:25][C:26]1[CH:27]=[CH:28][C:29]([C:30]([O:32][CH2:33][CH3:34])=[O:31])=[CH:35][CH:36]=1 |f:4.5|. Procedure: A 1.3M solution of methyllithium (2.2 mL, 2.85 mmol) was added to a stirring suspension of copper (I) bromide-dimethyl sulfide (293 mg, 1.43 mmol) and 6 mL of THF at -78° C. The solution was warmed to -40° C. over 30 minutes and then recooled to -78° C. Freshly distilled hexamethylphosphoramide (0.37 mL, 2.14 mmol) was added, and the solution was stirred at -78° C. for 30 min. A solution of ethyl 4-(4-(3-methyl-2-cyclohexen-1-on-2-yl)but-3-ene-1-yn-1-yl)benzoate (Compound 5, 220 mg, 0.713 mmol),... Reactants: NC1=NC=C(C(=C1[N+](=O)[O-])N[C@H]1[C@H]([C@@H]2C=C[C@H]1C2)C(=O)N)Cl ((1S,2S,3R,4R)-3-(2-Amino-5-chloro-3-nitro-pyridin-4-ylamino)-bicyclo[2.2.1]hept-5-ene-2-carboxylic acid amide). The reagents and catalysts are O (water), [Fe] (iron). Solvent: O1CCCC1 (tetrahydrofuran), C(C)(=O)O (acetic acid). Conditions: temperature 30 celsius, time 4 hour. Yields the product NC1=NC=C(C(=C1N)N[C@H]1[C@H]([C@@H]2C=C[C@H]1C2)C(=O)N)Cl ((1S,2S,3R,4R)-3-(2,3-Diamino-5-chloro-pyridin-4-ylamino)-bicyclo[2.2.1]hept-5-ene-2-carboxylic acid amide). Isolated yield 87.4%. RXN SMILES: [NH2:1][C:2]1[C:7]([N+:8]([O-])=O)=[C:6]([NH:11][C@@H:12]2[C@@H:17]3[CH2:18][C@@H:14]([CH:15]=[CH:16]3)[C@@H:13]2[C:19]([NH2:21])=[O:20])[C:5]([Cl:22])=[CH:4][N:3]=1>O1CCCC1.C(O)(=O)C.O.[Fe]>[NH2:1][C:2]1[C:7]([NH2:8])=[C:6]([NH:11][C@@H:12]2[C@@H:17]3[CH2:18][C@@H:14]([CH:15]=[CH:16]3)[C@@H:13]2[C:19]([NH2:21])=[O:20])[C:5]([Cl:22])=[CH:4][N:3]=1. Reported procedure: (1S,2S,3R,4R)-3-(2-Amino-5-chloro-3-nitro-pyridin-4-ylamino)-bicyclo[2.2.1]hept-5-ene-2-carboxylic acid amide (100 mg, 0.3 mmol) was dissolved in a mixture of tetrahydrofuran (1 mL) and acetic acid (1.6 mL). Powdered iron (121 mg, 2.162 mmol) was added and the mixture was stirred at 30° C. for four hours. Two drops of water was added and suspended solids were removed by filtration. The solid was washed with ethyl acetate (5 mL) and the combined filtrates were portioned between ethyl acetate and ... Starting materials: BrCC(C(=O)OCC)=O (Ethyl 3-bromo-2-oxopropanoate), C(CC)(N)=S (propanethioamide), ClC1=C(C=C(C=C1)CO)CCO (2-(2-Chloro-5-(hydroxymethyl)phenyl)ethanol). The solvent is C(C)O (ethanol). Conditions: time 18 hour. The product is C(C)C=1SC=C(N1)C(=O)OCC (Ethyl 2-ethylthiazole-4-carboxylate). As a reaction SMILES: Br[CH2:2][C:3](=O)[C:4]([O:6][CH2:7][CH3:8])=[O:5].[C:10](=[S:14])([NH2:13])[CH2:11][CH3:12].ClC1C=CC(CO)=CC=1CCO>C(O)C>[CH2:11]([C:10]1[S:14][CH:2]=[C:3]([C:4]([O:6][CH2:7][CH3:8])=[O:5])[N:13]=1)[CH3:12]. Procedure details: Ethyl 3-bromo-2-oxopropanoate (24.7 mL) was added dropwise over 10 min to a solution of propanethioamide [Carboxylic Acid 1, step a] (15.8 g) in ethanol (150 mL) at 0-10° C. under nitrogen. When the addition was complete the mixture was stirred at ambient temperature for 18 hours. The mixture was concentrated in vacuo, the residue diluted with water and extracted into ethyl acetate (×3). The combined extracts were washed with brine, dried over magnesium sulfate, filtered and the solvent removed.... The reactants are O=Cc1cc(Br)ccc1C(=O)N1CCCC1, CCOC(=O)C=P(c1ccccc1)(c1ccccc1)c1ccccc1, Cc1ccccc1. Yields the product CCOC(=O)C=Cc1cc(Br)ccc1C(=O)N1CCCC1. As a reaction SMILES: [Br:1][c:2]1[cH:3][c:4]([CH:15]=[O:16])[c:5]([C:6](=[O:7])[N:8]2[CH2:9][CH2:10][CH2:11][CH2:12]2)[cH:13][cH:14]1.[C:17](=[O:18])([O:19][CH2:20][CH3:21])[CH:22]=[P:23]([c:24]1[cH:25][cH:26][cH:27][cH:28][cH:29]1)([c:30]1[cH:31][cH:32][cH:33][cH:34][cH:35]1)[c:36]1[cH:37][cH:38][cH:39][cH:40][cH:41]1.[CH3:42][c:43]1[cH:44][cH:45][cH:46][cH:47][cH:48]1>>[Br:1][c:2]1[cH:3][c:4]([CH:15]=[CH:22][C:17](=[O:18])[O:19][CH2:20][CH3:21])[c:5]([C:6](=[O:7])[N:8]2[CH2:9][CH2:10][CH2:11][CH2:12]2)[cH:13][cH:14]1. Reactants: [N+](=O)([O-])C1=CC2=C(SC3(C(OCC3)=O)C2=O)C=C1 (5-Nitro-4',5'-dihydrospiro[benzo[b]thiophene-2(3H),3'(2'H)-furan]-3,2'-dione). The reagents and catalysts are [Pd] (Pd-C). Solvent: C(C)(=O)O (acetic acid). The product is NC1=CC2=C(SC3(C(OCC3)=O)C2=O)C=C1 (5-amino-4',5'-dihydrospiro[benzo[b]thiophene-2(3H),3'(2'H)-furan]-3,2'-dione). Reaction SMILES: [N+:1]([C:4]1[CH:18]=[CH:17][C:7]2[S:8][C:9]3([C:15](=[O:16])[C:6]=2[CH:5]=1)[CH2:13][CH2:12][O:11][C:10]3=[O:14])([O-])=O>C(O)(=O)C.[Pd]>[NH2:1][C:4]1[CH:18]=[CH:17][C:7]2[S:8][C:9]3([C:15](=[O:16])[C:6]=2[CH:5]=1)[CH2:13][CH2:12][O:11][C:10]3=[O:14]. Procedure details: 5-Nitro-4',5'-dihydrospiro[benzo[b]thiophene-2(3H),3'(2'H)-furan]-3,2'-dione (1.0 g) was hydrogenated in the presence of 5% Pd-C (0.35 g) in acetic acid (100 ml) at room temperature under usual pressure of H2 gas with stirring. The catalyst was filtered off and the filtrate was evaporated in vacuo. The resulting residue was recrystallized from benzene to give 5-amino-4',5'-dihydrospiro[benzo[b]thiophene-2(3H),3'(2'H)-furan]-3,2'-dione as yellow needles, mp 187°-190° C. Anal. Calcd. for C11H9NO3S...